This data is from the Open Reaction Database (ORD), a public repository of structured organic reaction records. The task is: describe an organic reaction: reactants, conditions, products, and yield Reactants: [Al+3].[Cl-].[Cl-].[Cl-] (AlCl3), Cl (HCl), CC1(COC2=C1C=C(C=C2)C(C)=O)C (1-(3,3-dimethyl-2,3-dihydro-benzofuran5-yl)-ethanone), BrBr (Bromine). The solvent is ClCCl (dichloromethane), ClCCl (dichloromethane). Reaction conditions: time 6 hour. Product: BrC1=CC(=CC=2C(COC21)(C)C)C(C)=O (1-(7-Bromo-3,3-dimethyl-2,3-dihydro-benzofuran5-yl)-ethanone). The yield is 81.2%. Reaction SMILES: [CH3:1][C:2]1([CH3:14])[C:6]2[CH:7]=[C:8]([C:11](=[O:13])[CH3:12])[CH:9]=[CH:10][C:5]=2[O:4][CH2:3]1.[Al+3].[Cl-].[Cl-].[Cl-].[Br:19]Br.Cl>ClCCl>[Br:19][C:10]1[C:5]2[O:4][CH2:3][C:2]([CH3:14])([CH3:1])[C:6]=2[CH:7]=[C:8]([C:11](=[O:13])[CH3:12])[CH:9]=1 |f:1.2.3.4|. Procedure details: To a solution of 1-(3,3-dimethyl-2,3-dihydro-benzofuran5-yl)-ethanone (1.69 g, 8.88 mmol) in dichloromethane (25 mL) was slowly added a suspension of AlCl3 (2.96 g, 22.2 mmol) in dichloromethane (30 mL). Bromine (1.61 g, 10.7 mmol) was added dropwise and the mixture was stirred at room temperature for 6 hours then cooled to 0° C. and aqueous HCl (1N) was added and the mixture extracted with dichloromethane, washed with brine, dried over MgSO4, filtered and evaporated under reduced pressure. The ... Reactants: CCN=C=NCCCN(C)C (WSC), ClC=1C=C2C=CC(=CC2=CC1)S(=O)(=O)N1CC(N(C(C1)=O)N(C1CCN(CC1)C1=CC=NC=C1)C)C(=O)O (4-[(6-Chloro-2-naphthyl)sulfonyl)-1-[methyl[1-(4-pyridinyl)-4-piperidinyl]amino]-6-oxo-2-piperazinecarboxylic Acid), N1CCOCC1 (morpholine), O.ON1N=NC2=C1C=CC=C2 (1-hydroxy-1H-benzotriazole monohydrate). Solvent: CN(C)C=O (DMF). Reaction conditions: time 18 hour. The product is Cl.ClC=1C=C2C=CC(=CC2=CC1)S(=O)(=O)N1CC(N(C(C1)C(=O)N1CCOCC1)N(C1CCN(CC1)C1=CC=NC=C1)C)=O (4-[(6-Chloro-2-naphthyl)sulfonyl]-1-[methyl[1-(4-pyridinyl)-4-piperidinyl]amino]-6-(4-morpholinylcarbonyl)-2-piperazinone Hydrochloride). Yield: 99.4%. RXN SMILES: [Cl:1][C:2]1[CH:3]=[C:4]2[C:9](=[CH:10][CH:11]=1)[CH:8]=[C:7]([S:12]([N:15]1[CH2:20][C:19](=[O:21])[N:18]([N:22]([CH3:35])[CH:23]3[CH2:28][CH2:27][N:26]([C:29]4[CH:34]=[CH:33][N:32]=[CH:31][CH:30]=4)[CH2:25][CH2:24]3)[CH:17]([C:36]([OH:38])=O)[CH2:16]1)(=[O:14])=[O:13])[CH:6]=[CH:5]2.[NH:39]1[CH2:44][CH2:43][O:42][CH2:41][CH2:40]1.O.ON1C2C=CC=CC=2N=N1.CCN=C=NCCCN(C)C>CN(C=O)C>[ClH:1].[Cl:1][C:2]1[CH:3]=[C:4]2[C:9](=[CH:10][CH:11]=1)[CH:8]=[C:7]([S:12]([N:15]1[CH2:16][CH:17]([C:36]([N:39]3[CH2:44][CH2:43][O:42][CH2:41][CH2:40]3)=[O:38])[N:18]([N:22]([CH3:35])[CH:23]3[CH2:24][CH2:25][N:26]([C:29]4[CH:30]=[CH:31][N:32]=[CH:33][CH:34]=4)[CH2:27][CH2:28]3)[C:19](=[O:21])[CH2:20]1)(=[O:13])=[O:14])[CH:6]=[CH:5]2 |f:2.3,6.7|. Procedure details: A mixture of 4-[(6-chloro-2-naphthyl)sulfonyl)-1-[methyl[1-(4-pyridinyl)-4-piperidinyl]amino]-6-oxo-2-piperazinecarboxylic acid (0.22 g) obtained in Example 110, morpholine (0.048 g) and 1-hydroxy-1H-benzotriazole monohydrate (0.085 g) in DMF (4.4 ml) was combined with WSC (0.12 g) and stirred at room temperature for 18 hours. The reaction mixture was concentrated under reduced pressure, and partitioned between saturated aqueous sodium bicarbonate and methylene chloride. The organic phase was dr... Starting materials: Cl.CN(CCCN=C=NCC)C (1-(3-Dimethylaminopropyl)-3-ethylcarbodiimide hydrochloride), C(C)(C)(C)OC(=O)NC(C(=O)O)CNC1=C(C=CC=C1)N (2-tert-butoxycarbonylamino-3-(2-aminophenylamino)propionic acid), C(C)(=O)OCC (ethyl acetate). Run in CN(C=O)C (dimethylformamide). Conditions: time 18 hour. The product is C(C)(C)(C)OC(=O)N[C@H]1CNC2=C(NC1=O)C=CC=C2 (3(S)-tert-Butoxycarbonylamino-1,3,4,5-tetrahydro-benzo[b][1,4]diazepin-2-on). The yield is 71.2%. RXN SMILES: Cl.CN(C)CCCN=C=NCC.[C:13]([O:17][C:18]([NH:20][CH:21]([CH2:25][NH:26][C:27]1[CH:32]=[CH:31][CH:30]=[CH:29][C:28]=1[NH2:33])[C:22](O)=[O:23])=[O:19])([CH3:16])([CH3:15])[CH3:14].C(OCC)(=O)C>CN(C)C=O>[C:13]([O:17][C:18]([NH:20][C@@H:21]1[C:22](=[O:23])[NH:33][C:28]2[CH:29]=[CH:30][CH:31]=[CH:32][C:27]=2[NH:26][CH2:25]1)=[O:19])([CH3:16])([CH3:15])[CH3:14] |f:0.1|. Procedure details: 1-(3-Dimethylaminopropyl)-3-ethylcarbodiimide hydrochloride (8.54 g, 44.5 mmol) was added to a cooled (0° C.) solution of 2-tert-butoxycarbonylamino-3-(2-aminophenylamino)propionic acid (11.95 g, 40.5 mmol) in 100 ml of dimethylformamide and stirred for 18 hours. The reaction was poured into 700 ml of ethyl acetate and washed four times with 100 ml of water. The organic layer was dried over anhydrous sodium sulfate, filtered, and evaporated to give a brown solid that was purified by flash chroma... The reactants are Cl (hydrochloric acid), FC1=CC=C(C=C1)[C@H](CC[C@H]1C(N([C@@H]1C1=CC=C(C=C1)C1=CC(=CC=C1)B1OC(C(O1)(C)C)(C)C)C1=CC=CC=C1)=O)O ((3R,4S)-3-[(3S)-3-(4-Fluorophenyl)-3-hydroxypropyl]-1-phenyl-4-[3′-(4,4,5,5-tetramethyl-1,3,2-dioxaborolan-2-yl)biphenyl-4-yl]azetidin-2-one), C([O-])([O-])=O.[Na+].[Na+] (sodium carbonate), O (water). Run in C(C)O (ethanol). Conditions: time 2 hour. The product is FC1=CC=C(C=C1)[C@H](CC[C@@H]1[C@H](N(C1=O)C1=CC=CC=C1)C1=CC=C(C=C1)C1=CC(=CC=C1)B(O)O)O ((4′-{(2S,3R)-3-[(3S)-3-(4-fluorophenyl)-3-hydroxypropyl]-4-oxo-1-phenylazetidin-2-yl}biphenyl-3-yl)boronic acid). Yield: 71.3%. As a reaction SMILES: [F:1][C:2]1[CH:7]=[CH:6][C:5]([C@@H:8]([OH:43])[CH2:9][CH2:10][C@@H:11]2[C@@H:14]([C:15]3[CH:20]=[CH:19][C:18]([C:21]4[CH:26]=[CH:25][CH:24]=[C:23]([B:27]5[O:31]C(C)(C)C(C)(C)[O:28]5)[CH:22]=4)=[CH:17][CH:16]=3)[N:13]([C:36]3[CH:41]=[CH:40][CH:39]=[CH:38][CH:37]=3)[C:12]2=[O:42])=[CH:4][CH:3]=1.O.C(=O)([O-])[O-].[Na+].[Na+].Cl>C(O)C>[F:1][C:2]1[CH:7]=[CH:6][C:5]([C@@H:8]([OH:43])[CH2:9][CH2:10][C@H:11]2[C:12](=[O:42])[N:13]([C:36]3[CH:37]=[CH:38][CH:39]=[CH:40][CH:41]=3)[C@@H:14]2[C:15]2[CH:20]=[CH:19][C:18]([C:21]3[CH:26]=[CH:25][CH:24]=[C:23]([B:27]([OH:28])[OH:31])[CH:22]=3)=[CH:17][CH:16]=2)=[CH:4][CH:3]=1 |f:2.3.4|. Procedure details: (3R,4S)-3-[(3S)-3-(4-Fluorophenyl)-3-hydroxypropyl]-1-phenyl-4-[3′-(4,4,5,5-tetramethyl-1,3,2-dioxaborolan-2-yl)biphenyl-4-yl]azetidin-2-one (0.020 g, 0.034 mmol) was dissolved in ethanol (3 mL) and water (1 mL) at room temperature. Solid sodium carbonate (0.10 g, 1.2 mmol) was added and the mixture was rapidly stirred 2 h at room temperature. The solution was poured into 0.5 N hydrochloric acid (4 mL) and extracted with ethyl acetate. The organic phase was washed successively with water (2×) an... The reactants are CCCCCBr, CCOc1cccc(F)c1F, [Li]CCCC, C1CCOC1, CCOc1ccc(C2CCC(=O)CC2)c(F)c1F, [Mg], O=C1CCC2(CC1)OCCO2. Yields the product CCCCCC1(O)CCC(c2ccc(OCC)c(F)c2F)CC1. Reaction SMILES: [Br:1][CH2:2][CH2:3][CH2:4][CH2:5][CH3:6].[CH2:26]([O:27][c:28]1[cH:29][cH:30][cH:31][c:32]([F:33])[c:34]1[F:35])[CH3:36].[CH2:37]([Li:38])[CH2:39][CH2:40][CH3:41].[CH2:53]1[O:54][CH2:55][CH2:56][CH2:57]1.[CH2:8]([CH3:9])[O:10][c:11]1[c:12]([F:25])[c:13]([F:24])[c:14]([CH:17]2[CH2:18][CH2:19][C:20](=[O:23])[CH2:21][CH2:22]2)[cH:15][cH:16]1.[Mg:7].[O:42]1[C:43]2([CH2:44][CH2:45][C:46](=[O:47])[CH2:48][CH2:49]2)[O:50][CH2:51][CH2:52]1>>[CH2:2]([CH2:3][CH2:4][CH2:5][CH3:6])[C:20]1([OH:23])[CH2:19][CH2:18][CH:17]([c:14]2[c:13]([F:24])[c:12]([F:25])[c:11]([O:10][CH2:8][CH3:9])[cH:16][cH:15]2)[CH2:22][CH2:21]1.